This data is from the Open Reaction Database (ORD), a public repository of structured organic reaction records. The task is: describe an organic reaction: reactants, conditions, products, and yield Reactants: CS(=O)(=O)Cl (methanesulfonyl chloride), ClC1=C(C=CC=2N(N=NC21)CC2CC2)C2=CC=C(C=C2)CO ({4-[4-Chloro-1-(cyclopropylmethyl)-1H-benzotriazol-5-yl]phenyl}methanol), C(C)(C)N(C(C)C)CC (N,N-diisopropylethylamine), CS(=O)(=O)Cl (methanesulfonyl chloride), [Cl-].[NH4+] (ammonium chloride). Solvent: ClCCl (dichloromethane). Conditions: temperature 0 celsius, time 30 minute. The product is CS(=O)(=O)OCC1=CC=C(C=C1)C1=C(C2=C(N(N=N2)CC2CC2)C=C1)Cl (4-[4-chloro-1-(cyclopropylmethyl)-1H-benzotriazol-5-yl]benzyl methanesulfonate). RXN SMILES: [Cl:1][C:2]1[C:10]2[N:9]=[N:8][N:7]([CH2:11][CH:12]3[CH2:14][CH2:13]3)[C:6]=2[CH:5]=[CH:4][C:3]=1[C:15]1[CH:20]=[CH:19][C:18]([CH2:21][OH:22])=[CH:17][CH:16]=1.C(N(CC)C(C)C)(C)C.[CH3:32][S:33](Cl)(=[O:35])=[O:34].[Cl-].[NH4+]>ClCCl>[CH3:32][S:33]([O:22][CH2:21][C:18]1[CH:17]=[CH:16][C:15]([C:3]2[CH:4]=[CH:5][C:6]3[N:7]([CH2:11][CH:12]4[CH2:14][CH2:13]4)[N:8]=[N:9][C:10]=3[C:2]=2[Cl:1])=[CH:20][CH:19]=1)(=[O:35])=[O:34] |f:3.4|. Procedure details: {4-[4-Chloro-1-(cyclopropylmethyl)-1H-benzotriazol-5-yl]phenyl}methanol (0.71, 2.3 mmol) was dissolved in dichloromethane (7 mL) and treated with N,N-diisopropylethylamine (0.79 mL, 4.5 mmol). The mixture was cooled to 0° C. and treated with methanesulfonyl chloride (0.21 mL, 2.7 mmol) and after 1 hour, the mixture was treated with additional methanesulfonyl chloride (50 uL). After stirring for an additional 30 minutes, the mixture was poured into ammonium chloride (50 mL, aqueous saturated) and...